Dataset: the Open Reaction Database (ORD), a public repository of structured organic reaction records. Task: describe an organic reaction: reactants, conditions, products, and yield Starting materials: Brc1ccc2cc[nH]c2c1, [Li]C(C)(C)C, CCCCC, CSSC, [KH], C1CCOC1. Yields the product CSc1ccc2cc[nH]c2c1. RXN SMILES: [Br:2][c:3]1[cH:4][cH:5][c:6]2[cH:7][cH:8][nH:9][c:10]2[cH:11]1.[C:12]([Li:13])([CH3:14])([CH3:15])[CH3:16].[CH3:17][CH2:18][CH2:19][CH2:20][CH3:21].[CH3:22][S:23][S:24][CH3:25].[KH:1].[O:26]1[CH2:27][CH2:28][CH2:29][CH2:30]1>>[c:3]1([S:23][CH3:22])[cH:4][cH:5][c:6]2[cH:7][cH:8][nH:9][c:10]2[cH:11]1. The reactants are TEA, C(C)(C)(C)OC(=O)N1[C@H](C[C@H](C1)O)CO ((2R,4R)-1-(tert-Butyloxycarbonyl)-2-hydroxymethyl-4-hydroxypyrrolidine), COC1=CC=C(C(C2=CC=C(C=C2)OC)(C2=CC=CC=C2)Cl)C=C1 (4,4'-dimethoxytrityl chloride). Solvent: N1=CC=CC=C1 (pyridine). Yields the product C(C)(C)(C)OC(=O)N1[C@H](C[C@H](C1)O)COC(C1=CC=C(C=C1)OC)(C1=CC=C(C=C1)OC)C1=CC=CC=C1 ((2R,4R)-1-(tert-Butyloxycarbonyl)-2-(4,4'-Dimethoxytrityl) oxymethyl-4-hydroxypyrrolidine). Isolated yield 76.8%. As a reaction SMILES: [C:1]([O:5][C:6]([N:8]1[CH2:12][C@H:11]([OH:13])[CH2:10][C@@H:9]1[CH2:14][OH:15])=[O:7])([CH3:4])([CH3:3])[CH3:2].[CH3:16][O:17][C:18]1[CH:39]=[CH:38][C:21]([C:22](Cl)([C:31]2[CH:36]=[CH:35][CH:34]=[CH:33][CH:32]=2)[C:23]2[CH:28]=[CH:27][C:26]([O:29][CH3:30])=[CH:25][CH:24]=2)=[CH:20][CH:19]=1>N1C=CC=CC=1>[C:1]([O:5][C:6]([N:8]1[CH2:12][C@H:11]([OH:13])[CH2:10][C@@H:9]1[CH2:14][O:15][C:22]([C:31]1[CH:36]=[CH:35][CH:34]=[CH:33][CH:32]=1)([C:23]1[CH:28]=[CH:27][C:26]([O:29][CH3:30])=[CH:25][CH:24]=1)[C:21]1[CH:20]=[CH:19][C:18]([O:17][CH3:16])=[CH:39][CH:38]=1)=[O:7])([CH3:4])([CH3:3])[CH3:2]. Reported procedure: (2R,4R)-1-(tert-Butyloxycarbonyl)-2-hydroxymethyl-4-hydroxypyrrolidine 37 (4.4 g, 20.28 mmol) was dissolved in dry pyridine (50 ml) and allowed to stir under argon atmosphere. To this stirred solution was added TEA (2.53 g, 25 mmol) followed by 4,4'-dimethoxytrityl chloride (7.45 g, 22 mmol). The reaction mixture was stirred at room temperature for 12 h and quenched with MeOH (10 ml). The solution was evaporated to dryness and dissolved in EtOAc (200 ml). The EtOAc layer was washed with 5% NaHCO... The reactants are N[C@@H]([C@H](O)C1=CC=C(C=C1)S(=O)(=N)C)CF ((1R,2S)-2-amino-3-fluoro-1-(4-(S-methylsulfonimidoyl)phenyl)propan-1-ol), TEA, C(C)OC(C(Cl)Cl)=O (ethyldichloroacetate). Run at time 16 hour. Yields the product ClC(C(=O)N[C@@H]([C@@H](C1=CC=C(C=C1)S(=O)(=N)C)O)CF)Cl (2,2-dichloro-N-((1R,2S)-3-fluoro-1-hydroxy-1-(4-(S-methylsulfonimidoyl)phenyl)propan-2-yl)acetamide). The yield is 36.4%. RXN SMILES: [NH2:1][C@H:2]([CH2:15][F:16])[C@@H:3]([C:5]1[CH:10]=[CH:9][C:8]([S:11]([CH3:14])(=[NH:13])=[O:12])=[CH:7][CH:6]=1)[OH:4].C([O:19][C:20](=O)[CH:21]([Cl:23])[Cl:22])C>>[Cl:22][CH:21]([Cl:23])[C:20]([NH:1][C@H:2]([CH2:15][F:16])[C@H:3]([OH:4])[C:5]1[CH:6]=[CH:7][C:8]([S:11]([CH3:14])(=[NH:13])=[O:12])=[CH:9][CH:10]=1)=[O:19]. Procedure: To a solution of (1R,2S)-2-amino-3-fluoro-1-(4-(S-methylsulfonimidoyl)phenyl)propan-1-ol (76 mg, 0.308 mmol) Methanol (5 mL) is added TEA (0.047 mL, 0.462 mmol) followed by addition of ethyldichloroacetate (0.048 mL, 0.308 mmol) The resulting reaction mixture is stirred at room temperature for 16 h. Solvent is evaporated in vacuo to get crude which is purified by combi-flash chromatography using 0.6% MeOH in DCM as an eluent to get 40 mg of the compound which is re-purified by prep HPLC to affor... The reactants are O=C(Cc1cccc(Cl)c1Cl)c1cc(Br)cnc1Cl, CCOC(=O)NN, Cc1ccc(S(=O)(=O)O)cc1, CCO. The product is CCOC(=O)NN=C(Cc1cccc(Cl)c1Cl)c1cc(Br)cnc1Cl. RXN SMILES: [Br:1][c:2]1[cH:3][c:4]([C:9]([CH2:10][c:11]2[c:12]([Cl:18])[c:13]([Cl:17])[cH:14][cH:15][cH:16]2)=[O:19])[c:5]([Cl:8])[n:6][cH:7]1.[C:20]([NH:21][NH2:22])(=[O:23])[O:24][CH2:25][CH3:26].[CH3:27][c:28]1[cH:29][cH:30][c:31]([S:32]([OH:33])(=[O:34])=[O:35])[cH:36][cH:37]1.[CH3:38][CH2:39][OH:40]>>[Br:1][c:2]1[cH:3][c:4]([C:9]([CH2:10][c:11]2[c:12]([Cl:18])[c:13]([Cl:17])[cH:14][cH:15][cH:16]2)=[N:22][NH:21][C:20](=[O:23])[O:24][CH2:25][CH3:26])[c:5]([Cl:8])[n:6][cH:7]1. The reactants are C1CCOC1 (THF), FC1=CC=C2CCN(C2=C1)C1CCN(CC1)C1=CC=C(N=N1)N1N=CC(=C1)CO ((1-(6-(4-(6-fluoroindolin-1-yl)piperidin-1-yl)pyridazin-3-yl)-1H-pyrazol-4-yl)methanol), C(C)I (ethyl iodide), [H-].[Na+] (NaH). The solvent is CN(C)C=O (DMF), CCOCC.O (Et2O H2O). Reaction conditions: time 1.5 hour. Yields the product C(C)OCC=1C=NN(C1)C1=CC=C(N=N1)N1CCC(CC1)N1CCC2=CC=C(C=C12)F (1-(1-(6-(4-(ethoxymethyl)-1H-pyrazol-1-yl)pyridazin-3-yl)piperidin-4-yl)-6-fluoroindoline). RXN SMILES: [F:1][C:2]1[CH:10]=[C:9]2[C:5]([CH2:6][CH2:7][N:8]2[CH:11]2[CH2:16][CH2:15][N:14]([C:17]3[N:22]=[N:21][C:20]([N:23]4[CH:27]=[C:26]([CH2:28][OH:29])[CH:25]=[N:24]4)=[CH:19][CH:18]=3)[CH2:13][CH2:12]2)=[CH:4][CH:3]=1.[CH2:30](I)[CH3:31].C1COCC1.[H-].[Na+]>CCOCC.O.CN(C=O)C>[CH2:30]([O:29][CH2:28][C:26]1[CH:25]=[N:24][N:23]([C:20]2[N:21]=[N:22][C:17]([N:14]3[CH2:15][CH2:16][CH:11]([N:8]4[C:9]5[C:5](=[CH:4][CH:3]=[C:2]([F:1])[CH:10]=5)[CH2:6][CH2:7]4)[CH2:12][CH2:13]3)=[CH:18][CH:19]=2)[CH:27]=1)[CH3:31] |f:3.4,5.6|. Reported procedure: To a mixture of (1-(6-(4-(6-fluoroindolin-1-yl)piperidin-1-yl)pyridazin-3-yl)-1H-pyrazol-4-yl)methanol (59 mg, 0.15 mmol, 1 equiv) and ethyl iodide (93 mg, 0.6 mmol, 4 equiv) was added solvent THF (5 mL) and DMF (1 mL). NaH (36 mg, 60% in mineral oil, 0.9 mmol, 6 equiv) was then added. The resulting mixture was stirred at room temperature for 1.5 h and then poured into Et2O/H2O (20 mL/20 mL). The organic layer was washed with brine (20 mL), dried (Na2SO4), and filtered. The solvent was removed a... The reactants are O=C([O-])[O-], N#Cc1ccc(Nc2nccc(Cl)n2)cc1, [Cs+], [Cs+], Cc1cc(I)cc(C)c1O, CN(C)C=O. The product is Cc1cc(I)cc(C)c1Oc1ccnc(Nc2ccc(C#N)cc2)n1. RXN SMILES: [C:27](=[O:28])([O-:29])[O-:30].[Cl:1][c:2]1[n:3][c:4]([NH:8][c:9]2[cH:10][cH:11][c:12]([C:13]#[N:14])[cH:15][cH:16]2)[n:5][cH:6][cH:7]1.[Cs+:31].[Cs+:32].[I:17][c:18]1[cH:19][c:20]([CH3:26])[c:21]([OH:25])[c:22]([CH3:24])[cH:23]1.[O:33]=[CH:34][N:35]([CH3:36])[CH3:37]>>[c:2]1([O:25][c:21]2[c:20]([CH3:26])[cH:19][c:18]([I:17])[cH:23][c:22]2[CH3:24])[n:3][c:4]([NH:8][c:9]2[cH:10][cH:11][c:12]([C:13]#[N:14])[cH:15][cH:16]2)[n:5][cH:6][cH:7]1.